Dataset: the Open Reaction Database (ORD), a public repository of structured organic reaction records. Task: describe an organic reaction: reactants, conditions, products, and yield Starting materials: [K] (potassium), COC(CCC(=O)OC)=O (dimethylsuccinate), C1(=CC=CC2=CC=CC=C12)C=O (1-naphthaldehyde), C(C)(C)(C)O (t-butanol), Cl (HCl). Reaction conditions: temperature 0 celsius. The product is C[C@](C(=O)O)(CC(=O)O)CC1=CC=CC2=CC=CC=C12 (Methyl-3-carboxy-2(R)-(1-naphthylmethyl)propionic Acid). Reaction SMILES: [K].C[O:3][C:4](=[O:11])[CH2:5][CH2:6][C:7]([O:9]C)=[O:8].[C:12]1([CH:22]=O)[C:21]2[C:16](=[CH:17][CH:18]=[CH:19][CH:20]=2)[CH:15]=[CH:14][CH:13]=1.Cl.[C:25](O)(C)(C)C>>[CH3:25][C@@:5]([CH2:22][C:12]1[C:21]2[C:16](=[CH:17][CH:18]=[CH:19][CH:20]=2)[CH:15]=[CH:14][CH:13]=1)([CH2:6][C:7]([OH:9])=[O:8])[C:4]([OH:3])=[O:11] |^1:0|. Procedure: To solution of potassium (2.15 gm) in t-butanol (45 ml) at room temperature was added dropwise a solution of dimethylsuccinate (14 ml) and 1-naphthaldehyde (7.5 ml). The reaction mixture was then heated to reflux for a period of 30 min. whereupon, it was cooled to 0° C. The reaction mixture was made acidic with HCl (6N, 10 ml) and evaporated in vacuo. The reaction mixture was partitioned between water and diethyl ether and the combined organic fractions were extracted with NH4OH (1N) four times.... Reactants: O=C([O-])[O-], CS(C)=O, Clc1nccnc1Cl, [Cs+], [Cs+], Nc1ccc(O)cc1. Yields the product Nc1ccc(Oc2nccnc2Cl)cc1. Reaction SMILES: [C:17](=[O:18])([O-:19])[O-:20].[CH3:23][S:24]([CH3:25])=[O:26].[Cl:1][c:2]1[n:3][cH:4][cH:5][n:6][c:7]1[Cl:8].[Cs+:21].[Cs+:22].[NH2:9][c:10]1[cH:11][cH:12][c:13]([OH:14])[cH:15][cH:16]1>>[c:2]1([O:14][c:13]2[cH:12][cH:11][c:10]([NH2:9])[cH:16][cH:15]2)[n:3][cH:4][cH:5][n:6][c:7]1[Cl:8]. The reactants are OS(=O)(=O)O.O=S(=O)=O (oleum), [N+](=O)(O)[O-] (nitric acid), BrC=1C=C(NC(C(C)C)=O)C=CC1 (metabromo isobutyranilide). The product is BrC=1C=C(NC(C(C)C)=O)C=CC1[N+](=O)[O-] (3'-bromo-4'-nitro-isobutyranilide). RXN SMILES: OS(O)(=O)=O.O=S(=O)=O.[N+:10]([O-:13])(O)=[O:11].[Br:14][C:15]1[CH:16]=[C:17]([CH:24]=[CH:25][CH:26]=1)[NH:18][C:19](=[O:23])[CH:20]([CH3:22])[CH3:21]>>[Br:14][C:15]1[CH:16]=[C:17]([CH:24]=[CH:25][C:26]=1[N+:10]([O-:13])=[O:11])[NH:18][C:19](=[O:23])[CH:20]([CH3:22])[CH3:21] |f:0.1|. Procedure details: Prepare a solution of 260 ml. of 30-33% oleum and 20 g. of 90% nitric acid. Cool the solution to 0° and add in small portion 60.5 g. of metabromo isobutyranilide. Maintain the reaction at 0°-5° C. for an additional 30 minutes with agitation. Isolate the product by the procedure described in Example 1 to obtain 3'-bromo-4'-nitro-isobutyranilide. Reactants: CN (methylamine), C1(OC(CC2=CC=CC=C12)=O)=O (isochroman-1,3-dione). The solvent is C1CCOC1 (THF). Reaction conditions: temperature 25 celsius. Yields the product CNC(CC1=C(C=CC=C1)C(=O)O)=O (N-Methyl-2-carboxybenzeneacetamide). RXN SMILES: [CH3:1][NH2:2].[C:3]1(=[O:14])[C:12]2[C:7](=[CH:8][CH:9]=[CH:10][CH:11]=2)[CH2:6][C:5](=[O:13])[O:4]1>C1COCC1>[CH3:1][NH:2][C:5](=[O:13])[CH2:6][C:7]1[CH:8]=[CH:9][CH:10]=[CH:11][C:12]=1[C:3]([OH:4])=[O:14]. Reported procedure: To 20 ml of 2.0 M methylamine in THF is added 1.62 g (10 mmol) of isochroman-1,3-dione at 0° C. The mixture is stirred at 25° C. for 45 m and concentrated to dryness. The residue is stirred in 40 ml of 0.3 N HCl. The white solid is filtered off, washed with water, and dried to give 1.74 g (90%); 1H NMR (DMSO-d6) δ 7.80 (s, 1H), 7.81 (s, 1H), 7.40 (m, 3H), 3.83 (s, 2H), 2.57 (s, 3H); MS (ES−) m/z 192.1 (M−H)−1: Analysis for C10H11NO3: Calcd: C, 62.17; H, 5.74; N, 7.25. Found: C, 62.16; H, 5.81; N... Reactants: O1C(CCCC1)ON (O-tetrahydro-2H-pyran-2-yl-hydroxylamine), C(=O)(C(F)(F)F)O (TFA), C[C@](C(=O)O)(CCN1N=NC(=C1C)C1=CC=CC=C1)S(=O)(=O)C ((2R)-2-methyl-4-(5-methyl-4-phenyl-1H-1,2,3-triazol-1-yl)-2-(methylsulfonyl)butanoic acid), C[C@](C(=O)O)(CCN1N=NC(=C1C1=CC=CC=C1)C)S(=O)(=O)C ((2R)-2-methyl-4-(4-methyl-5-phenyl-1H-1,2,3-triazol-1-yl)-2-(methylsulfonyl)butanoic acid), CN1CCOCC1 (N-methyl morpholine). Run in C1CCOC1 (THF). Conditions: time 1 hour. Product: ONC([C@@](CCN1N=NC(=C1C)C1=CC=CC=C1)(S(=O)(=O)C)C)=O ((2R)—N-hydroxy-2-methyl-4-(5-methyl-4-phenyl-1H-1,2,3-triazol-1-yl)-2-(methylsulfonyl)butanamide). As a reaction SMILES: [CH3:1][C@@:2]([S:20]([CH3:23])(=[O:22])=[O:21])([CH2:6][CH2:7][N:8]1[C:12]([CH3:13])=[C:11]([C:14]2[CH:19]=[CH:18][CH:17]=[CH:16][CH:15]=2)[N:10]=[N:9]1)[C:3](O)=[O:4].C[C@@](S(C)(=O)=O)(CCN1C(C2C=CC=CC=2)=C(C)N=N1)C(O)=O.CN1CCOCC1.O1CCCCC1[O:60][NH2:61].C(O)(C(F)(F)F)=O>C1COCC1>[OH:60][NH:61][C:3](=[O:4])[C@:2]([CH3:1])([S:20]([CH3:23])(=[O:22])=[O:21])[CH2:6][CH2:7][N:8]1[C:12]([CH3:13])=[C:11]([C:14]2[CH:19]=[CH:18][CH:17]=[CH:16][CH:15]=2)[N:10]=[N:9]1. Procedure details: To a solution of (2R)-2-methyl-4-(5-methyl-4-phenyl-1H-1,2,3-triazol-1-yl)-2-(methylsulfonyl)butanoic acid and (2R)-2-methyl-4-(4-methyl-5-phenyl-1H-1,2,3-triazol-1-yl)-2-(methylsulfonyl)butanoic acid (115 mg, 0.341 mmol, 1 eq) in THF (5 mL) was added N-methyl morpholine (65.5 mg, 0.341 mmol, 1 eq), and CDMT (59.9 mg, 0.341 mmol, 1 eq). The reaction mixture was allowed to stir at RT for 1 h then O-tetrahydro-2H-pyran-2-yl-hydroxylamine (39.9 mg 0.341 mmol, 1 eq) was added and the reaction mixtur... Starting materials: [Li]CCCC (n-BuLi), Cl (HCl), COCOC1=CC(=CC(=C1)C(CCCCCC)(C)C)OCOC (1,3-Bis(methoxymethoxy)-5-(1,1-dimethylheptyl)-benzene), B(OC)(OC)OC ((MeO)3B). As a reaction SMILES: [CH3:1][O:2][CH2:3][O:4][C:5]1[CH:10]=[C:9]([C:11]([CH3:19])([CH3:18])[CH2:12][CH2:13][CH2:14][CH2:15][CH2:16][CH3:17])[CH:8]=[C:7]([O:20][CH2:21][O:22][CH3:23])[CH:6]=1.[Li]CCCC.[B:29](OC)([O:32]C)[O:30]C.Cl>C1COCC1.O>[CH3:23][O:22][CH2:21][O:20][C:7]1[CH:8]=[C:9]([C:11]([CH3:18])([CH3:19])[CH2:12][CH2:13][CH2:14][CH2:15][CH2:16][CH3:17])[CH:10]=[C:5]([O:4][CH2:3][O:2][CH3:1])[C:6]=1[B:29]([OH:32])[OH:30]. The yield is 81.0%. Product: COCOC1=C(C(=CC(=C1)C(CCCCCC)(C)C)OCOC)B(O)O (2,6-Bis(methoxymethoxy)-4-(1,1-dimethylheptyl)-phenyl boronic acid). Solvent: C1CCOC1 (THF), O (water). Procedure details: 1,3-Bis(methoxymethoxy)-5-(1,1-dimethylheptyl)-benzene (50) (1 equiv.) was dissolved in dry THF (10 mL). The solution was cooled to −10° C. and n-BuLi (1.1 equiv. using 1.6 solution in hexanes) was added dropwise. The mixture was stirred for an additional 1.5 h, then it was cooled to −78° C. and (MeO)3B (5 equiv.) was added. The reaction mixture was allowed to warm to room temperature and stirred overnight. The mixture was diluted with water, stirred for 30 min and the pH was adjusted to 4 with ... Run at temperature -10 celsius, time 1.5 hour.